From a dataset of the Open Reaction Database (ORD), a public repository of structured organic reaction records. describe an organic reaction: reactants, conditions, products, and yield The reactants are C(C)OC(=O)C=1SC=CC1C(F)F (3-Difluoromethyl-2-thiophenecarboxylic acid ethyl ester). The solvent is C(C)O (ethanol), O1CCCC1 (tetrahydrofuran), [OH-].[Na+] (sodium hydroxide). Run at time 2 hour. The product is FC(C1=C(SC=C1)C(=O)O)F (3-difluoromethyl-2-thiophenecarboxylic acid). As a reaction SMILES: C([O:3][C:4]([C:6]1[S:7][CH:8]=[CH:9][C:10]=1[CH:11]([F:13])[F:12])=[O:5])C>C(O)C.O1CCCC1.[OH-].[Na+]>[F:13][CH:11]([F:12])[C:10]1[CH:9]=[CH:8][S:7][C:6]=1[C:4]([OH:5])=[O:3] |f:3.4|. Procedure details: 3-Formyl-2-thiophenecarboxylic acid (3.12 g) was dissolved in N,N-dimethylformamide (30 ml), and iodoethane (1.76 ml) and potassium carbonate (2.76 g) were added. The mixture was stirred at room temperature for 15 hours and poured into water. The mixture was extracted with ethyl acetate, washed with 5% aqueous potassium hydrogen sulfate, dried over anhydrous magnesium sulfate and concentrated under reduced pressure. The residue was subjected to silica gel column chromatography, and the desired f... Reactants: CN(C)CC=1SC(=C(N1)CSCCN)C (2-(2-dimethylaminomethyl-5-methyl-4-thiazolylmethylthio)ethylamine), C(C)(=O)OCC.CO.[OH-].[NH4+] (ethyl acetate methanol ammonium hydroxide), CO (methanol), CN1C(C1SC)[N+](=O)[O-] (N-methyl-1-methylthio-2-nitroethyleneamine). The solvent is COCCOC (1,2-dimethoxyethane). Reaction conditions: time 8 hour. Product: CN(C)CC=1SC(=C(N1)CSCCNC(=C[N+](=O)[O-])NC)C (N-2-(2-dimethylaminomethyl-5-methyl-4-thiazolylmethylthio)ethyl-N'-methyl-2-nitro-1,1-ethenediamine). As a reaction SMILES: [CH3:1][N:2]([CH2:4][C:5]1[S:6][C:7]([CH3:15])=[C:8]([CH2:10][S:11][CH2:12][CH2:13][NH2:14])[N:9]=1)[CH3:3].CO.[CH3:18][N:19]1[CH:21](SC)[CH:20]1[N+:24]([O-:26])=[O:25].C(OCC)(=O)C.CO.[OH-].[NH4+]>COCCOC>[CH3:3][N:2]([CH2:4][C:5]1[S:6][C:7]([CH3:15])=[C:8]([CH2:10][S:11][CH2:12][CH2:13][NH:14][C:21]([NH:19][CH3:18])=[CH:20][N+:24]([O-:26])=[O:25])[N:9]=1)[CH3:1] |f:3.4.5.6|. Reported procedure: Following the procedure of Example 5, a stirred solution of 1.38 g. of 2-(2-dimethylaminomethyl-5-methyl-4-thiazolylmethylthio)ethylamine in 10 ml. of methanol was treated with N-methyl-1-methylthio-2-nitroethyleneamine. The reaction mixture was kept at room temperature overnight by which time all solids had dissolved. Thin layer chromatography (silica-10:10:1 ethyl acetate-methanol-ammonium hydroxide) indicated substantially a single product. The reaction mixture was concentrated by evaporation... Starting materials: FC1=CC(=C(C=C1)NC(=S)NC(=O)NCC1=CC=C(C=C1)C1=NN(C=N1)C1=CC=C(C=C1)OC(F)(F)F)C(C)C (1-[(4-fluoro-2-isopropyl-phenyl)carbamothioyl]-3-[[4-[1-[4-(trifluoromethoxy)phenyl]-1H-1,2,4-triazol-3-yl]phenyl]methyl]urea), C(C)(=O)[O-].[Na+] (sodium acetate), BrCC(=O)OC (methyl 2-bromoacetate), C(C)#N (acetonitrile). The solvent is [Cl-].[Na+].O (brine), ClCCl (dichloromethane). Run at temperature 65 celsius. Yields the product FC1=CC(=C(C=C1)N1/C(/SCC1=O)=N/C(=O)NCC1=CC=C(C=C1)C1=NN(C=N1)C1=CC=C(C=C1)OC(F)(F)F)C(C)C ((Z)-1-(3-(4-fluoro-2-isopropylphenyl)-4-oxothiazolidin-2-ylidene)-3-(4-(1-(4-(trifluoromethoxy)phenyl)-1H-1,2,4-triazol-3-yl)benzyl)urea). Yield: 59.2%. As a reaction SMILES: [F:1][C:2]1[CH:7]=[CH:6][C:5]([NH:8][C:9]([NH:11][C:12]([NH:14][CH2:15][C:16]2[CH:21]=[CH:20][C:19]([C:22]3[N:26]=[CH:25][N:24]([C:27]4[CH:32]=[CH:31][C:30]([O:33][C:34]([F:37])([F:36])[F:35])=[CH:29][CH:28]=4)[N:23]=3)=[CH:18][CH:17]=2)=[O:13])=[S:10])=[C:4]([CH:38]([CH3:40])[CH3:39])[CH:3]=1.[C:41]([O-])(=[O:43])[CH3:42].[Na+].BrCC(OC)=O.C(#N)C>[Cl-].[Na+].O.ClCCl>[F:1][C:2]1[CH:7]=[CH:6][C:5]([N:8]2[C:41](=[O:43])[CH2:42][S:10]/[C:9]/2=[N:11]\[C:12]([NH:14][CH2:15][C:16]2[CH:21]=[CH:20][C:19]([C:22]3[N:26]=[CH:25][N:24]([C:27]4[CH:32]=[CH:31][C:30]([O:33][C:34]([F:37])([F:35])[F:36])=[CH:29][CH:28]=4)[N:23]=3)=[CH:18][CH:17]=2)=[O:13])=[C:4]([CH:38]([CH3:40])[CH3:39])[CH:3]=1 |f:1.2,5.6.7|. Procedure: To a 20 mL vial was added 1-[(4-fluoro-2-isopropyl-phenyl)carbamothioyl]-3-[[4-[1-[4-(trifluoromethoxy)phenyl]-1H-1,2,4-triazol-3-yl]phenyl]methyl]urea (PC3) (0.092 g, 0.16 mmol), sodium acetate (0.040 g, 0.48 mmol), methyl 2-bromoacetate (0.084 mL, 0.80 mmol) and acetonitrile (2.0 mL). The vial was sealed and the reaction was heated overnight at 65° C. The reaction mixture was diluted with brine solution and dichloromethane and passed through a phase separator. The organic layer was concentrate... Reactants: O=c1ccc(Br)c[nH]1, CC#N, O=C(O)C(F)(F)S(=O)(=O)F, [Na+], [Na+], [Na+], O=S(=O)([O-])[O-], O=C([O-])O. Yields the product FC(F)Oc1ccc(Br)cn1. RXN SMILES: [Br:1][c:2]1[cH:3][cH:4][c:5](=[O:8])[nH:6][cH:7]1.[CH3:31][C:32]#[N:33].[F:16][S:17]([C:20]([C:18]([OH:19])=[O:21])([F:24])[F:25])(=[O:22])=[O:23].[Na+:10].[Na+:26].[Na+:9].[O-:11][S:12](=[O:13])(=[O:14])[O-:15].[OH:27][C:28](=[O:29])[O-:30]>>[Br:1][c:2]1[cH:3][cH:4][c:5]([O:8][CH:20]([F:24])[F:25])[n:6][cH:7]1. Reactants: N1=CC=C(C=C1)CNC=1OC2=C(N1)C=CC=C2 (N-(4-pyridinylmethyl)-2-benzoxazolamine), [H][H] (hydrogen). The reagents and catalysts are rhodium-on-charcoal. The solvent is CO (methanol). The product is N1CCC(CC1)CNC=1OC2=C(N1)C=CC=C2 (N-(4-piperidinylmethyl)-2-benzoxazolamine), intermediate 75. RXN SMILES: [N:1]1[CH:6]=[CH:5][C:4]([CH2:7][NH:8][C:9]2[O:10][C:11]3[CH:17]=[CH:16][CH:15]=[CH:14][C:12]=3[N:13]=2)=[CH:3][CH:2]=1.[H][H]>CO>[NH:1]1[CH2:6][CH2:5][CH:4]([CH2:7][NH:8][C:9]2[O:10][C:11]3[CH:17]=[CH:16][CH:15]=[CH:14][C:12]=3[N:13]=2)[CH2:3][CH2:2]1. Procedure: A mixture of 4.5 parts of N-(4-pyridinylmethyl)-2-benzoxazolamine and 120 parts of methanol was hydrogenated at normal pressure at about 50° C. with 2 parts of rhodium-on-charcoal catalyst 5%. After the calculated amount of hydrogen was taken up, the catalyst was filtered off and the filtrate was evaporated, yielding 4.6 parts of N-(4-piperidinylmethyl)-2-benzoxazolamine as an oily residue (intermediate 75). The reactants are C(C)(=O)OCC (ethyl acetate), C(C(C)(C)C)(=O)OCCl (chloromethyl pivalate), C([O-])([O-])=O.[K+].[K+] (potassium carbonate), C(C)(C)(C)OC(=O)C1=C(C=CC=C1)C1=CC=C(C=C1)CN1C(=NC(=C1C(=O)O)C(C)(C)O)CCC (1-[(2'-t-butoxycarbonylbiphenyl-4-yl)methyl]-4-(1-hydroxy-1-methylethyl)-2-propylimidazole-5-carboxylic acid). Reported procedure: 2.13 ml of chloromethyl pivalate and 3.99 g of potassium carbonate were added to a solution of 6 g of 1-[(2'-t-butoxycarbonylbiphenyl-4-yl)methyl]-4-(1-hydroxy-1-methylethyl)-2-propylimidazole-5-carboxylic acid [prepared as described in step (b) above] in 70 ml of N,N-dimethylacetamide, and the resulting mixture was stirred at room temperature for 1 hour and then at 50° C. for 2 hours. At the end of this time, the reaction mixture was mixed with ethyl acetate and water. The ethyl acetate layer w... The product is C(C)(C)(C)OC(=O)C1=C(C=CC=C1)C1=CC=C(C=C1)CN1C(=NC(=C1C(=O)OCOC(C(C)(C)C)=O)C(C)(C)O)CCC (Pivaloyloxymethyl 1-[(2'-t-butoxycarbonylbiphenyl-4-yl)methyl]-4-(1-hydroxy-1-methylethyl)-2-propylimidazole-5-carboxylate). Run at time 1 hour. Run in O (water), CN(C(C)=O)C (N,N-dimethylacetamide). As a reaction SMILES: [C:1]([O:7][CH2:8]Cl)(=[O:6])[C:2]([CH3:5])([CH3:4])[CH3:3].C(=O)([O-])[O-].[K+].[K+].[C:16]([O:20][C:21]([C:23]1[CH:28]=[CH:27][CH:26]=[CH:25][C:24]=1[C:29]1[CH:34]=[CH:33][C:32]([CH2:35][N:36]2[C:40]([C:41]([OH:43])=[O:42])=[C:39]([C:44]([OH:47])([CH3:46])[CH3:45])[N:38]=[C:37]2[CH2:48][CH2:49][CH3:50])=[CH:31][CH:30]=1)=[O:22])([CH3:19])([CH3:18])[CH3:17].C(OCC)(=O)C>CN(C)C(=O)C.O>[C:16]([O:20][C:21]([C:23]1[CH:28]=[CH:27][CH:26]=[CH:25][C:24]=1[C:29]1[CH:34]=[CH:33][C:32]([CH2:35][N:36]2[C:40]([C:41]([O:43][CH2:8][O:7][C:1](=[O:6])[C:2]([CH3:5])([CH3:4])[CH3:3])=[O:42])=[C:39]([C:44]([OH:47])([CH3:46])[CH3:45])[N:38]=[C:37]2[CH2:48][CH2:49][CH3:50])=[CH:31][CH:30]=1)=[O:22])([CH3:19])([CH3:18])[CH3:17] |f:1.2.3|.